Dataset: the Open Reaction Database (ORD), a public repository of structured organic reaction records. Task: describe an organic reaction: reactants, conditions, products, and yield The reactants are COC=1C=C(C=CC1OC)CC(CCC(CCC1=CC=C(C=C1)F)=O)[N+](=O)[O-] (1-(3',4'-dimethoxyphenyl)-7-(4'-fluorophenyl)-2-nitro-5-heptanone), C1(=CC=C(C=C1)S(=O)(=O)O)C (p-toluenesulfonic acid), C(CO)O (ethylene glycol). The solvent is C1CCCCC1 (cyclohexane). Product: C1COC(CCC(CC2=CC(=C(C=C2)OC)OC)[N+](=O)[O-])(CCC2=CC=C(C=C2)F)O1 (1-(3',4'-Dimethoxyphenyl)-7-(4'-fluorophenyl)-2-nitro-5-heptanone ethylene ketal). Reaction SMILES: [CH3:1][O:2][C:3]1[CH:4]=[C:5]([CH2:11][CH:12]([N+:26]([O-:28])=[O:27])[CH2:13][CH2:14][C:15](=[O:25])[CH2:16][CH2:17][C:18]2[CH:23]=[CH:22][C:21]([F:24])=[CH:20][CH:19]=2)[CH:6]=[CH:7][C:8]=1[O:9][CH3:10].C1(C)C=CC(S(O)(=O)=O)=CC=1.[CH2:40](O)[CH2:41][OH:42]>C1CCCCC1>[CH2:41]1[O:42][C:15]([CH2:16][CH2:17][C:18]2[CH:23]=[CH:22][C:21]([F:24])=[CH:20][CH:19]=2)([CH2:14][CH2:13][CH:12]([N+:26]([O-:28])=[O:27])[CH2:11][C:5]2[CH:6]=[CH:7][C:8]([O:9][CH3:10])=[C:3]([O:2][CH3:1])[CH:4]=2)[O:25][CH2:40]1. Procedure details: Into a 1 l. r.b. flask equipped with a Dean-Stark trap was placed 79 g (0.2 mole) of 1-(3',4'-dimethoxyphenyl)-7-(4'-fluorophenyl)-2-nitro-5-heptanone, 38 g p-toluenesulfonic acid, 120 ml ethylene glycol and 400 ml cyclohexane. The mixture was allowed to reflux overnight, then concentrated in vacuo. Dil NaHCO3 solution was added to the residue and extracted with methylene chloride. The organic layer was backwashed with water, dried over anh MgSO4, filtered and concentrated under reduced pressure...